This data is from the Open Reaction Database (ORD), a public repository of structured organic reaction records. The task is: describe an organic reaction: reactants, conditions, products, and yield Reactants: C(C)(C)(C)OC(=O)N[C@@H]1C[C@@H]([C@H](C1)C1=CC=CC=C1)CN1CCC(CC1)N(CC=C)C(=O)OCC1=CC=C(C=C1)[N+](=O)[O-] (1-(S)-((t-butoxycarbonyl)amino)-3-(S)-((4-(N-(4-nitrobenzyloxycarbonyl)-N-(allyl)amino)piperidin-1-yl)methyl)-4-(S)-phenylcyclopentane), CS(=O)(=O)Cl (methylsulfonyl chloride). Yields the product CS(=O)(=O)N[C@@H]1C[C@@H]([C@H](C1)C1=CC=CC=C1)CN1CCC(CC1)N(CC=C)C(=O)OCC1=CC=C(C=C1)[N+](=O)[O-] (1-(S)-((Methylsulfonyl)amino)-3-(S)-((4-(N-(4-nitrobenzyloxycarbonyl)-N-(allyl)amino)piperidin-1-yl)methyl)-4-(S)-phenylcyclopentane). Reaction SMILES: C(OC([NH:8][C@H:9]1[CH2:13][C@H:12]([C:14]2[CH:19]=[CH:18][CH:17]=[CH:16][CH:15]=2)[C@@H:11]([CH2:20][N:21]2[CH2:26][CH2:25][CH:24]([N:27]([C:31]([O:33][CH2:34][C:35]3[CH:40]=[CH:39][C:38]([N+:41]([O-:43])=[O:42])=[CH:37][CH:36]=3)=[O:32])[CH2:28][CH:29]=[CH2:30])[CH2:23][CH2:22]2)[CH2:10]1)=O)(C)(C)C.[CH3:44][S:45](Cl)(=[O:47])=[O:46]>>[CH3:44][S:45]([NH:8][C@H:9]1[CH2:13][C@H:12]([C:14]2[CH:19]=[CH:18][CH:17]=[CH:16][CH:15]=2)[C@@H:11]([CH2:20][N:21]2[CH2:26][CH2:25][CH:24]([N:27]([C:31]([O:33][CH2:34][C:35]3[CH:40]=[CH:39][C:38]([N+:41]([O-:43])=[O:42])=[CH:37][CH:36]=3)=[O:32])[CH2:28][CH:29]=[CH2:30])[CH2:23][CH2:22]2)[CH2:10]1)(=[O:47])=[O:46]. Procedure: Using essentially the same procedure as in Example 16, Step A and B but substituting 1-(S)-((t-butoxycarbonyl)amino)-3-(S)-((4-(N-(4-nitrobenzyloxycarbonyl)-N-(allyl)amino)piperidin-1-yl)methyl)-4-(S)-phenylcyclopentane from Example 33 in Step A and methylsulfonyl chloride in Step B, the title compound was prepared. Reactants: ClC1=NC(=CC(=C1[N+](=O)[O-])NCC(C)C)C (2-chloro-N-(2-methylpropyl)-6-methyl-3-nitropyridin-4-amine), [N-]=[N+]=[N-].[Na+] (sodium azide), CN(C=O)C (N,N-dimethylformamide). Run in O (water). Reaction conditions: temperature 60 celsius, time 5 hour. Product: CC(CNC1=C(C=2N(C(=C1)C)N=NN2)[N+](=O)[O-])C (N-(2-methylpropyl)-5-methyl-8-nitrotetraazolo[1,5-α]pyridin-7-amine). Isolated yield 91.3%. Reaction SMILES: Cl[C:2]1[C:7]([N+:8]([O-:10])=[O:9])=[C:6]([NH:11][CH2:12][CH:13]([CH3:15])[CH3:14])[CH:5]=[C:4]([CH3:16])[N:3]=1.[N-:17]=[N+:18]=[N-:19].[Na+].CN(C)C=O>O>[CH3:14][CH:13]([CH3:15])[CH2:12][NH:11][C:6]1[CH:5]=[C:4]([CH3:16])[N:3]2[N:17]=[N:18][N:19]=[C:2]2[C:7]=1[N+:8]([O-:10])=[O:9] |f:1.2|. Reported procedure: Under a nitrogen atmosphere, a mixture of 2-chloro-N-(2-methylpropyl)-6-methyl-3-nitropyridin-4-amine (10.0 g, 41.0 mmol), sodium azide (2.67 g, 41.0 mmol), and anhydrous N,N-dimethylformamide (200 mL) was heated at 60° C. After 5 hours, the dark green solution was allowed to cool to room temperature, poured slowly into water (2 L), and stirred for fifteen minutes. A green precipitate formed, which was filtered and washed with water to yield 9.37 g of N-(2-methylpropyl)-5-methyl-8-nitrotetraazol... Starting materials: [NH4+].[OH-] (NH4OH), C(C1=CC=CC=C1)OC(=O)NC(C(=O)O)CC(F)(F)F (2-(benzyloxycarbonylamino)-4,4,4-trifluorobutanoic acid), C1=CC=C2C(=C1)N=NN2O.O (HOBt monohydrate), C(CCl)Cl (EDC). Run in CCOC(=O)C (EtOAc), O (Water), CN(C)C=O (DMF). Reaction conditions: time 18 hour. Yields the product NC(C(CC(F)(F)F)NC(OCC1=CC=CC=C1)=O)=O (benzyl 1-amino-4,4,4-trifluoro-1-oxobutan-2-ylcarbamate). The yield is 87.8%. As a reaction SMILES: [CH2:1]([O:8][C:9]([NH:11][CH:12]([CH2:16][C:17]([F:20])([F:19])[F:18])[C:13](O)=[O:14])=[O:10])[C:2]1[CH:7]=[CH:6][CH:5]=[CH:4][CH:3]=1.C1C=C2[N:27]=NN(O)C2=CC=1.O.C(Cl)CCl.[NH4+].[OH-]>CN(C=O)C.CCOC(C)=O.O>[NH2:27][C:13](=[O:14])[CH:12]([NH:11][C:9](=[O:10])[O:8][CH2:1][C:2]1[CH:7]=[CH:6][CH:5]=[CH:4][CH:3]=1)[CH2:16][C:17]([F:20])([F:19])[F:18] |f:1.2,4.5|. Reported procedure: A solution of 2-(benzyloxycarbonylamino)-4,4,4-trifluorobutanoic acid (200 mg, 0.687 mmol), HOBt monohydrate (137 mg, 0.895 mmol) and EDC (171 mg, 0.890 mmol) in DMF (5 mL) was stirred at room temperature for 15 min, conc. NH4OH (0.250 mL, ca. 3.50 mmol) was added. The mixture was stirred at room temperature for 18 h. Water and EtOAc were added. The organic phase was separated, washed with 5% NaHCO3, dried over Na2SO4, concentrated in vacuo to give benzyl 1-amino-4,4,4-trifluoro-1-oxobutan-2-ylc... Reactants: C1CCOC1, CCCC[N+](CCCC)(CCCC)CCCC, C[Si](C)(C)C#Cc1cnc2cccnn12, [F-]. Yields the product C#Cc1cnc2cccnn12. RXN SMILES: [CH2:34]1[O:35][CH2:36][CH2:37][CH2:38]1.[CH3:17][CH2:18][CH2:19][CH2:20][N+:21]([CH2:22][CH2:23][CH2:24][CH3:25])([CH2:26][CH2:27][CH2:28][CH3:29])[CH2:30][CH2:31][CH2:32][CH3:33].[CH3:1][Si:2]([CH3:3])([CH3:4])[C:5]#[C:6][c:7]1[cH:8][n:9][c:10]2[n:11]1[n:12][cH:13][cH:14][cH:15]2.[F-:16]>>[CH:5]#[C:6][c:7]1[cH:8][n:9][c:10]2[n:11]1[n:12][cH:13][cH:14][cH:15]2. The reactants are [OH-].[Na+] (NaOH), ClC=1C=C(C=CC1OC(C)C)C1=NC(=NO1)C=1C=C2C=C(NC2=CC1)C(=O)[O-] (5-(5-{3-chloro-4-[(1-methylethyl)oxy]phenyl}-1,2,4-oxadiazol-3-yl)-1H-indole-2-carboxylate). The solvent is C(C)O (ethanol). Reaction conditions: temperature 50 celsius, time 30 minute. Product: ClC=1C=C(C=CC1OC(C)C)C1=NC(=NO1)C=1C=C2C=C(NC2=CC1)C(=O)[O-].[Na+] (Sodium 5-(5-{3-chloro-4-[(1-methylethyl)oxy]phenyl}-1,2,4-oxadiazol-3-yl)-1H-indole-2-carboxylate). As a reaction SMILES: [OH-].[Na+:2].[Cl:3][C:4]1[CH:5]=[C:6]([C:14]2[O:18][N:17]=[C:16]([C:19]3[CH:20]=[C:21]4[C:25](=[CH:26][CH:27]=3)[NH:24][C:23]([C:28]([O-:30])=[O:29])=[CH:22]4)[N:15]=2)[CH:7]=[CH:8][C:9]=1[O:10][CH:11]([CH3:13])[CH3:12]>C(O)C>[Cl:3][C:4]1[CH:5]=[C:6]([C:14]2[O:18][N:17]=[C:16]([C:19]3[CH:20]=[C:21]4[C:25](=[CH:26][CH:27]=3)[NH:24][C:23]([C:28]([O-:30])=[O:29])=[CH:22]4)[N:15]=2)[CH:7]=[CH:8][C:9]=1[O:10][CH:11]([CH3:13])[CH3:12].[Na+:2] |f:0.1,4.5|. Procedure: Aqueous NaOH solution (2 N, 2 mL) was added to a solution of 5-(5-{3-chloro-4-[(1-methylethyl)oxy]phenyl}-1,2,4-oxadiazol-3-yl)-1H-indole-2-carboxylate (D23) (65 mg) in ethanol (8 mL) at RT. The resulting solution was heated to 50° C. and stirred at that temperature for 30 min. The reaction mixture was cooled to RT and stirred for 30 min. Ethanol was evaporated. The solid was filtered and washed with water. The solid was collected and dried to afford sodium 5-(5-{3-chloro-4-[(1-methylethyl)oxy]p... Starting materials: C1=CC(=C(C=C1C2C(CC=3C(=CC(=CC3O2)O)O)O)O)O (catechin), OO (H2O2). The solvent is CC(=O)C (acetone). Product: C1[C@H]([C@H](OC2=CC(=CC(=C21)O)O)C3=CC(=O)C(=C4C(=C3)C(=CC(=C4O)O)[C@@H]5[C@H](CC6=C(C=C(C=C6O5)O)O)O)O)O (neotheaflavin). RXN SMILES: [CH:1]1[C:6]([CH:7]2[O:16][C:15]3[CH:14]=[C:13]([OH:17])[CH:12]=[C:11]([OH:18])[C:10]=3[CH2:9][CH:8]2[OH:19])=[CH:5][C:4]([OH:20])=[C:3]([OH:21])[CH:2]=1.OO>CC(C)=O>[CH2:9]1[C:10]2[C:15](=[CH:14][C:13]([OH:17])=[CH:12][C:11]=2[OH:18])[O:16][C@H:7]([C:6]2[CH:1]=[C:1]3[C:6]([C@H:7]4[O:16][C:15]5[C:10](=[C:11]([OH:18])[CH:12]=[C:13]([OH:17])[CH:14]=5)[CH2:9][C@@H:8]4[OH:19])=[CH:5][C:4]([OH:20])=[C:3]([OH:21])[C:2]3=[C:3]([OH:21])[C:4](=[O:20])[CH:5]=2)[C@@H:8]1[OH:19]. Procedure: C (catechin) (0.8 g) and EGC (0.8 g) were dissolved in a mixture of acetone-pH 5.0 phosphate citrate buffer (1:10, v/v, 50 mL), which contained 4 mg horseradish peroxidase. While being stirred, 2.0 mL of 3.13% H2O2 was added four times during 45 minutes. The reaction mixture was extracted by ethyl acetate (50 mL×3). After concentration, the residue was subjected to Sephadex LH 20 column eluted with acetone-water solvent system (45%). 120 mg neotheaflavin was obtained. The reactants are [F-].C(CCC)[N+](CCCC)(CCCC)CCCC (Tetrabutylammonium fluoride), FC1(CC(C1)OC=1C2=C(N=C(N1)NC1=C(C=C(C(=O)NC3COC3)C=C1)OC)N(C=C2C2=CC=C(C=C2)C(NC)=O)COCC[Si](C)(C)C)F (4-((4-(3,3-difluorocyclobutoxy)-5-(4-(methylcarbamoyl)phenyl)-7-((2-(trimethylsilyl)ethoxy)methyl)-7H-pyrrolo[2,3-d]pyrimidin-2-yl)amino)-3-methoxy-N-(oxetan-3-yl)benzamide). Solvent: C1CCOC1 (THF). Reaction conditions: temperature 50 celsius, time 16 hour. The product is FC1(CC(C1)OC=1C2=C(N=C(N1)NC1=C(C=C(C(=O)NC3COC3)C=C1)OC)NC=C2C2=CC=C(C=C2)C(NC)=O)F (4-((4-(3,3-Difluorocyclobutoxy)-5-(4-(methylcarbamoyl)phenyl)-7H-pyrrolo[2,3-d]pyrimidin-2-yl)amino)-3-methoxy-N-(oxetan-3-yl)benzamide). The yield is 53.9%. Reaction SMILES: [F-].C([N+](CCCC)(CCCC)CCCC)CCC.[F:19][C:20]1([F:68])[CH2:23][CH:22]([O:24][C:25]2[C:26]3[C:49]([C:50]4[CH:55]=[CH:54][C:53]([C:56](=[O:59])[NH:57][CH3:58])=[CH:52][CH:51]=4)=[CH:48][N:47](COCC[Si](C)(C)C)[C:27]=3[N:28]=[C:29]([NH:31][C:32]3[CH:44]=[CH:43][C:35]([C:36]([NH:38][CH:39]4[CH2:42][O:41][CH2:40]4)=[O:37])=[CH:34][C:33]=3[O:45][CH3:46])[N:30]=2)[CH2:21]1>C1COCC1>[F:68][C:20]1([F:19])[CH2:21][CH:22]([O:24][C:25]2[C:26]3[C:49]([C:50]4[CH:55]=[CH:54][C:53]([C:56](=[O:59])[NH:57][CH3:58])=[CH:52][CH:51]=4)=[CH:48][NH:47][C:27]=3[N:28]=[C:29]([NH:31][C:32]3[CH:44]=[CH:43][C:35]([C:36]([NH:38][CH:39]4[CH2:40][O:41][CH2:42]4)=[O:37])=[CH:34][C:33]=3[O:45][CH3:46])[N:30]=2)[CH2:23]1 |f:0.1|. Procedure details: Tetrabutylammonium fluoride (5 equiv) was added to a stirred solution of 4-((4-(3,3-difluorocyclobutoxy)-5-(4-(methylcarbamoyl)phenyl)-7-((2-(trimethylsilyl)ethoxy)methyl)-7H-pyrrolo[2,3-d]pyrimidin-2-yl)amino)-3-methoxy-N-(oxetan-3-yl)benzamide (1 equiv) in THF (20 mL). The resulting mixture was capped and stirred at 50° C. for 16 h. The crude product was purified to afford the title compound (53.9% yield). 1H NMR (500 MHz, DMSO-d6) δ ppm 11.99 (s, 1H) 8.97 (d, J=6.62 Hz, 1H) 8.57 (d, 1H) 8.41 ... Reactants: CCOc1cc(C(C)(C)C)ncc1C1=NC(C)(c2ccc(Cl)cc2)C(C)(c2ccc(Cl)cc2)N1C(=O)Cl, NC(=O)CC1CCNCC1. The product is CCOc1cc(C(C)(C)C)ncc1C1=NC(C)(c2ccc(Cl)cc2)C(C)(c2ccc(Cl)cc2)N1C(=O)N1CCC(CC(N)=O)CC1. As a reaction SMILES: [C:1]([CH3:2])([CH3:3])([CH3:4])[c:5]1[cH:6][c:7]([O:35][CH2:36][CH3:37])[c:8]([C:11]2=[N:15][C:14]([CH3:16])([c:17]3[cH:18][cH:19][c:20]([Cl:23])[cH:21][cH:22]3)[C:13]([CH3:24])([c:25]3[cH:26][cH:27][c:28]([Cl:31])[cH:29][cH:30]3)[N:12]2[C:32](=[O:33])[Cl:34])[cH:9][n:10]1.[NH:38]1[CH2:39][CH2:40][CH:41]([CH2:44][C:45](=[O:46])[NH2:47])[CH2:42][CH2:43]1>>[C:1]([CH3:2])([CH3:3])([CH3:4])[c:5]1[cH:6][c:7]([O:35][CH2:36][CH3:37])[c:8]([C:11]2=[N:15][C:14]([CH3:16])([c:17]3[cH:18][cH:19][c:20]([Cl:23])[cH:21][cH:22]3)[C:13]([CH3:24])([c:25]3[cH:26][cH:27][c:28]([Cl:31])[cH:29][cH:30]3)[N:12]2[C:32](=[O:33])[N:38]2[CH2:39][CH2:40][CH:41]([CH2:44][C:45](=[O:46])[NH2:47])[CH2:42][CH2:43]2)[cH:9][n:10]1.